From a dataset of the Open Reaction Database (ORD), a public repository of structured organic reaction records. describe an organic reaction: reactants, conditions, products, and yield Starting materials: C(=O)OC(C)(C)C (H-Boc), C(C)(C)(C)OC(N[C@H]1CSC[C@H]([C@@H]1O)CC1=CC(=C(C(=C1)F)[N+](=O)[O-])F)=O ([(3R,4S,5S)-5-(3,5-difluoro-4-nitro-benzyl)-4-hydroxy-tetrahydro-thiopyran-3-yl]-carbamic acid tert-butyl ester), FC([C@@H](COC)O)(F)F ((R)-1,1,1-trifluoro-3-methoxy-propan-2-ol), C(C)(C)(C)O[K] (tert-BuOK). Solvent: C1CCOC1 (THF), C1(=CC=CC=C1)C (toluene). Conditions: time 5 hour. Product: C(C)(C)(C)OC(N[C@H]1CSC[C@H]([C@@H]1O)CC1=CC(=C(C(=C1)O[C@@H](C(F)(F)F)COC)[N+](=O)[O-])F)=O ({(3R,4S,5S)-5-[3-Fluoro-4-nitro-5-((R)-2,2,2-trifluoro-1-methoxymethyl-ethoxy)-benzyl]-4-hydroxy-tetrahydro-thiopyran-3-yl}-carbamic acid tert-butyl ester). As a reaction SMILES: [C:1]([O:5][C:6](=[O:27])[NH:7][C@@H:8]1[C@@H:13]([OH:14])[C@H:12]([CH2:15][C:16]2[CH:21]=[C:20]([F:22])[C:19]([N+:23]([O-:25])=[O:24])=[C:18](F)[CH:17]=2)[CH2:11][S:10][CH2:9]1)([CH3:4])([CH3:3])[CH3:2].[F:28][C:29]([F:36])([F:35])[C@H:30]([OH:34])[CH2:31][O:32][CH3:33].C(O[K])(C)(C)C.C(OC(C)(C)C)=O>C1COCC1.C1(C)C=CC=CC=1>[C:1]([O:5][C:6](=[O:27])[NH:7][C@@H:8]1[C@@H:13]([OH:14])[C@H:12]([CH2:15][C:16]2[CH:17]=[C:18]([O:34][C@H:30]([CH2:31][O:32][CH3:33])[C:29]([F:36])([F:35])[F:28])[C:19]([N+:23]([O-:25])=[O:24])=[C:20]([F:22])[CH:21]=2)[CH2:11][S:10][CH2:9]1)([CH3:3])([CH3:2])[CH3:4]. Procedure: To a solution of [(3R,4S,5S)-5-(3,5-difluoro-4-nitro-benzyl)-4-hydroxy-tetrahydro-thiopyran-3-yl]-carbamic acid tert-butyl ester (1 g, 2.47 mmol) and (R)-1,1,1-trifluoro-3-methoxy-propan-2-ol (392 mg, 2.72 mmol) in THF (13 mL) was added tert-BuOK (277 mg, 2.47 mmol) in small portions at 0° C. over a period of 30 min. After 1 h the cooling bath was removed and the orange solution was stirred at room temperature for 5 h. The reaction mixture was diluted with EtOAc (500 mL) and washed with ice cool...